This data is from the Open Reaction Database (ORD), a public repository of structured organic reaction records. The task is: describe an organic reaction: reactants, conditions, products, and yield The reactants are Cl.Cl.NCCCSSCCCN (aminopropyldisulfide dihydrochloride), polystyrene, [OH-].[K+] (potassium hydroxide), C([O-])(O)=O.[Na+] (sodium bicarbonate). Run in O.CO (water methanol). Reaction conditions: time 20 minute. Product: sulfonated polystyrene, NCCCSSCCCN (aminopropyldisulfide). As a reaction SMILES: Cl.Cl.[NH2:3][CH2:4][CH2:5][CH2:6][S:7][S:8][CH2:9][CH2:10][CH2:11][NH2:12].[OH-].[K+].C(=O)(O)[O-].[Na+]>O.CO>[NH2:3][CH2:4][CH2:5][CH2:6][S:7][S:8][CH2:9][CH2:10][CH2:11][NH2:12] |f:0.1.2,3.4,5.6,7.8|. Procedure: There was added 2.4 grams of the aminopropyldisulfide dihydrochloride of Example 3 to 200 ml of a 90:10 water-methanol solution containing 2.6 grams of potassium hydroxide and 20 grams of sodium bicarbonate. The resulting solution was allowed to stir at ambient temperatures at 20 minutes. There was added to this solution 20 grams of the chlorosulfonated polystyrene prepared in Example 1 and the resulting mixture was heated at reflux for a period of 4 hours. Based on method of preparation, there ...